Dataset: the Open Reaction Database (ORD), a public repository of structured organic reaction records. Task: describe an organic reaction: reactants, conditions, products, and yield Starting materials: CCOC(=O)C(C)(C)Oc1ccc(OCCc2nc(-c3cccc(-c4ccccc4)c3)oc2C)cc1CC1CCCCC1, CCO, [Na+], [OH-]. Yields the product Cc1oc(-c2cccc(-c3ccccc3)c2)nc1CCOc1ccc(OC(C)(C)C(=O)O)c(CC2CCCCC2)c1. As a reaction SMILES: [CH2:1]([CH3:2])[O:3][C:4]([C:5]([CH3:6])([CH3:7])[O:8][c:9]1[c:10]([CH2:36][CH:37]2[CH2:38][CH2:39][CH2:40][CH2:41][CH2:42]2)[cH:11][c:12]([O:15][CH2:16][CH2:17][c:18]2[n:19][c:20](-[c:24]3[cH:25][c:26](-[c:30]4[cH:31][cH:32][cH:33][cH:34][cH:35]4)[cH:27][cH:28][cH:29]3)[o:21][c:22]2[CH3:23])[cH:13][cH:14]1)=[O:43].[CH3:46][CH2:47][OH:48].[Na+:45].[OH-:44]>>[O:3]=[C:4]([C:5]([CH3:6])([CH3:7])[O:8][c:9]1[c:10]([CH2:36][CH:37]2[CH2:38][CH2:39][CH2:40][CH2:41][CH2:42]2)[cH:11][c:12]([O:15][CH2:16][CH2:17][c:18]2[n:19][c:20](-[c:24]3[cH:25][c:26](-[c:30]4[cH:31][cH:32][cH:33][cH:34][cH:35]4)[cH:27][cH:28][cH:29]3)[o:21][c:22]2[CH3:23])[cH:13][cH:14]1)[OH:43]. Reactants: Cl (hydrochloric acid), [H-].C1(=CC(O)=CC(C)=C1)O (Orcinol monohydride), C(CC(C)C)(=O)Cl (isovaleryl chloride), [Cl-].[Al+3].[Cl-].[Cl-] (aluminum chloride). Reported procedure: Orcinol monohydride, 14.20 g (100.0 mmol), in 160 ml of benzene was heated to distill benzene. This step was carried out twice by way of an operation of dehydration. The product of dehydration was dissolved in 45 ml of nitrobenzene and 45 ml of carbon disulfide, and 26.7 g (200 mmol, 2.00 equivalents) of aluminum chloride was added piecemeal while cooled with cold water and stirred, with a calcium chloride tube attached. Then, 12.1 g (100 mmol, 1.00 equivalent) of isovaleryl chloride was slowly ... Reaction SMILES: [H-].[C:2]1([OH:10])[CH:9]=[C:7]([CH3:8])[CH:6]=[C:4]([OH:5])[CH:3]=1.[Cl-].[Al+3].[Cl-].[Cl-].[C:15](Cl)(=[O:20])[CH2:16][CH:17]([CH3:19])[CH3:18].Cl>C1C=CC=CC=1.C(=S)=S.O>[CH3:18][CH:17]([CH3:19])[CH2:16][C:15]([C:9]1[C:7]([CH3:8])=[CH:6][C:4]([OH:5])=[CH:3][C:2]=1[OH:10])=[O:20] |f:0.1,2.3.4.5|. Yields the product CC(CC(=O)C1=C(C=C(C=C1C)O)O)C ((2,4-dihydroxy-6-methylphenyl) (2-methylpropyl) ketone). Solvent: O (water), C1=CC=CC=C1 (benzene), C(=S)=S (carbon disulfide). Reactants: NC(=O)c1cc([N+](=O)[O-])n[nH]1, O=P(Cl)(Cl)Cl, c1ccncc1. Yields the product N#Cc1cc([N+](=O)[O-])n[nH]1. Reaction SMILES: [N+:1](=[O:2])([O-:3])[c:4]1[n:5][nH:6][c:7]([C:9](=[O:10])[NH2:11])[cH:8]1.[P:12]([Cl:13])([Cl:14])([Cl:15])=[O:16].[cH:17]1[cH:18][cH:19][n:20][cH:21][cH:22]1>>[N+:1](=[O:2])([O-:3])[c:4]1[n:5][nH:6][c:7]([C:9]#[N:11])[cH:8]1. RXN SMILES: [CH2:1]([CH3:2])[O:3][C:4]([CH2:5][CH2:6][CH2:7][n:8]1[c:9]([NH:27][C:28](=[O:29])[c:30]2[s:31][cH:32][cH:33][cH:34]2)[n:10][c:11]2[c:12]1[cH:13][cH:14][c:15]([C:17]([N:18]([CH3:19])[CH:20]1[CH2:21][CH2:22][CH2:23][CH2:24][CH2:25]1)=[O:26])[cH:16]2)=[O:35].[CH3:39][OH:40].[Cl:42][CH2:43][Cl:44].[ClH:38].[Na+:37].[OH-:36].[OH2:41]>>[O:3]=[C:4]([CH2:5][CH2:6][CH2:7][n:8]1[c:9]([NH:27][C:28](=[O:29])[c:30]2[s:31][cH:32][cH:33][cH:34]2)[n:10][c:11]2[c:12]1[cH:13][cH:14][c:15]([C:17]([N:18]([CH3:19])[CH:20]1[CH2:21][CH2:22][CH2:23][CH2:24][CH2:25]1)=[O:26])[cH:16]2)[OH:35]. Product: CN(C(=O)c1ccc2c(c1)nc(NC(=O)c1cccs1)n2CCCC(=O)O)C1CCCCC1. Reactants: CCOC(=O)CCCn1c(NC(=O)c2cccs2)nc2cc(C(=O)N(C)C3CCCCC3)ccc21, CO, ClCCl, Cl, [Na+], [OH-], O.